Dataset: the Open Reaction Database (ORD), a public repository of structured organic reaction records. Task: describe an organic reaction: reactants, conditions, products, and yield The reactants are Cl.COC([C@@H](N)CC1=CC(=C(C=C1)F)Br)=O (3-bromo-4-fluoro-L-phenylalanine methyl ester hydrochloride), N1=C2C(=NS1)C(=CC=C2)S(=O)(=O)NC2=C(C(=O)O)C=C(C(=C2)Cl)Cl (2-(benzo[1,2,5]thiadiazole-4-sulfonylamino)-4,5-dichloro-benzoic acid), methyl ester. The product is N1=C2C(=NS1)C(=CC=C2)S(=O)(=O)NC2=C(C(=O)N[C@H](C(=O)O)CC1=CC(=C(C=C1)F)Br)C=C(C(=C2)Cl)Cl ((S)-2-[2-(Benzo[1,2,5]thiadiazole-4-sulfonylamino)-4,5-dichloro-benzoylamino]-3-(3-bromo-4-fluoro-phenyl)-propionic acid). Reaction SMILES: Cl.C[O:3][C:4](=[O:16])[C@H:5]([CH2:7][C:8]1[CH:13]=[CH:12][C:11]([F:14])=[C:10]([Br:15])[CH:9]=1)[NH2:6].[N:17]1[S:21][N:20]=[C:19]2[C:22]([S:26]([NH:29][C:30]3[CH:38]=[C:37]([Cl:39])[C:36]([Cl:40])=[CH:35][C:31]=3[C:32](O)=[O:33])(=[O:28])=[O:27])=[CH:23][CH:24]=[CH:25][C:18]=12>>[N:17]1[S:21][N:20]=[C:19]2[C:22]([S:26]([NH:29][C:30]3[CH:38]=[C:37]([Cl:39])[C:36]([Cl:40])=[CH:35][C:31]=3[C:32]([NH:6][C@@H:5]([CH2:7][C:8]3[CH:13]=[CH:12][C:11]([F:14])=[C:10]([Br:15])[CH:9]=3)[C:4]([OH:3])=[O:16])=[O:33])(=[O:28])=[O:27])=[CH:23][CH:24]=[CH:25][C:18]=12 |f:0.1|. Procedure: The title compound was prepared from 3-bromo-4-fluoro-L-phenylalanine methyl ester hydrochloride and 2-(benzo[1,2,5]thiadiazole-4-sulfonylamino)-4,5-dichloro-benzoic acid as in Example 1, Part C, followed by hydrolysis of the resulting methyl ester as in EXAMPLE 2, Part E. HPLC: RT=10.10 min. MS (ESI−): mass calcd. for C22H14BrCl2FN4O5S2, 648.31; m/z found, 645/647/649 [M−H]−. 1H NMR (400 MHz, acetone-d6): 11.58 (s, 1H), 8.47-8.42 (m, 1H), 8.34-8.20 (m, 2H), 7.92-7.85 (m, 1H), 7.85-7.80 (m, 1H),...